Dataset: the Open Reaction Database (ORD), a public repository of structured organic reaction records. Task: describe an organic reaction: reactants, conditions, products, and yield The reactants are C(C=C)[C@@]1(C(N([C@@H]([C@H](C1)C1=CC(=CC=C1)Cl)C1=CC=C(C=C1)Cl)[C@H](CO)CC)=O)OC ((3R,5R,6S)-3-allyl-5-(3-chlorophenyl)-6-(4-chlorophenyl)-1-((S)-1-hydroxybutan-2-yl)-3-methoxypiperidin-2-one), CNS(=O)(=O)C1CC1 (N-methylcyclopropanesulfonamide), C(#N)C=P(CCCC)(CCCC)CCCC (Cyanomethylenetributylphosphorane). Solvent: C1(=CC=CC=C1)C (toluene). Run at temperature 70 celsius, time 2 day. Product: C(C=C)[C@@]1(C(N([C@@H]([C@H](C1)C1=CC(=CC=C1)Cl)C1=CC=C(C=C1)Cl)C(CN(S(=O)(=O)C1CC1)C)CC)=O)OC (N-((SR)-2-((3R,5R,6S)-3-allyl-5-(3-chlorophenyl)-6-(4-chlorophenyl)-3-methoxy-2-oxopiperidin-1-yl)butyl)-N-methylcyclopropanesulfonamide). RXN SMILES: [CH2:1]([C@@:4]1([O:30][CH3:31])[CH2:9][C@H:8]([C:10]2[CH:15]=[CH:14][CH:13]=[C:12]([Cl:16])[CH:11]=2)[C@@H:7]([C:17]2[CH:22]=[CH:21][C:20]([Cl:23])=[CH:19][CH:18]=2)[N:6]([C@@H:24]([CH2:27][CH3:28])CO)[C:5]1=[O:29])[CH:2]=[CH2:3].[CH3:32][NH:33][S:34]([CH:37]1[CH2:39][CH2:38]1)(=[O:36])=[O:35].[C:40](C=P(CCCC)(CCCC)CCCC)#N>C1(C)C=CC=CC=1>[CH2:1]([C@@:4]1([O:30][CH3:31])[CH2:9][C@H:8]([C:10]2[CH:15]=[CH:14][CH:13]=[C:12]([Cl:16])[CH:11]=2)[C@@H:7]([C:17]2[CH:18]=[CH:19][C:20]([Cl:23])=[CH:21][CH:22]=2)[N:6]([CH:24]([CH2:27][CH3:28])[CH2:32][N:33]([CH3:40])[S:34]([CH:37]2[CH2:39][CH2:38]2)(=[O:36])=[O:35])[C:5]1=[O:29])[CH:2]=[CH2:3]. Reported procedure: To a solution of (3R,5R,6S)-3-allyl-5-(3-chlorophenyl)-6-(4-chlorophenyl)-1-((S)-1-hydroxybutan-2-yl)-3-methoxypiperidin-2-one (124 mg, 0.268 mmol; Example 203, Step D) in toluene (1.3 mL) was added N-methylcyclopropanesulfonamide (109 mg, 0.804 mmol). The mixture was evacuated and backfilled with argon (5×). Cyanomethylenetributylphosphorane (0.211 mL, 0.804 mmol) was added. The mixture was evacuated and backfilled with argon (5×). The mixture was heated in a 70° C. oil bath for 12 hours then c...